From a dataset of the Open Reaction Database (ORD), a public repository of structured organic reaction records. describe an organic reaction: reactants, conditions, products, and yield As a reaction SMILES: [C:1]([OH:7])([C:3]([F:6])([F:5])[F:4])=[O:2].[C:8]([CH2:10][C:11]1([N:30]2[CH:34]=[C:33](B3OC(C)(C)C(C)(C)O3)[CH:32]=[N:31]2)[CH2:14][N:13]([C:15]2[N:16]=[CH:17][C:18]([C:21]([NH:23][C@@H:24]([CH3:29])[C:25]([F:28])([F:27])[F:26])=[O:22])=[N:19][CH:20]=2)[CH2:12]1)#[N:9].Br[C:45]1[C:46]([CH2:50][CH3:51])=[N:47][NH:48][CH:49]=1>>[F:4][C:3]([F:6])([F:5])[C:1]([OH:7])=[O:2].[C:8]([CH2:10][C:11]1([N:30]2[CH:34]=[C:33]([C:45]3[C:46]([CH2:50][CH3:51])=[N:47][NH:48][CH:49]=3)[CH:32]=[N:31]2)[CH2:14][N:13]([C:15]2[N:16]=[CH:17][C:18]([C:21]([NH:23][C@@H:24]([CH3:29])[C:25]([F:28])([F:26])[F:27])=[O:22])=[N:19][CH:20]=2)[CH2:12]1)#[N:9] |f:3.4|. Starting materials: C(=O)(C(F)(F)F)O (TFA), C(#N)CC1(CN(C1)C=1N=CC(=NC1)C(=O)N[C@H](C(F)(F)F)C)N1N=CC(=C1)B1OC(C(O1)(C)C)(C)C (5-{3-(Cyanomethyl)-3-[4-(4,4,5,5-tetramethyl-1,3,2-dioxaborolan-2-yl)-1H-pyrazol-1-yl]azetidin-1-yl}-N-[(1S)-2,2,2-trifluoro-1-methylethyl]pyrazine-2-carboxamide), BrC=1C(=NNC1)CC (4-bromo-3-ethyl-1H-pyrazole). Procedure details: This compound was prepared as TFA salt by using procedures analogous to those described for the synthesis of Example 4, Step 6 starting from 5-{3-(cyanomethyl)-3-[4-(4,4,5,5-tetramethyl-1,3,2-dioxaborolan-2-yl)-1H-pyrazol-1-yl]azetidin-1-yl}-N-[(1S)-2,2,2-trifluoro-1-methylethyl]pyrazine-2-carboxamide (Example 1, Step 5) and 4-bromo-3-ethyl-1H-pyrazole. LCMS calculated for C21H23F3N9O (M+1)+: m/z=474.2. Found: 474.0. Product: FC(C(=O)O)(F)F.C(#N)CC1(CN(C1)C=1N=CC(=NC1)C(=O)N[C@H](C(F)(F)F)C)N1N=CC(=C1)C=1C(=NNC1)CC (5-[3-(Cyanomethyl)-3-(3′-ethyl-1H,1′H-4,4′-bipyrazol-1-yl)azetidin-1-yl]-N-[(1S)-2,2,2-trifluoro-1-methylethyl]pyrazine-2-carboxamide trifluoroacetate). Reactants: O=C([O-])[O-], CCOCC, Cl, NC(Cc1ccc([N+](=O)[O-])cc1)C(=O)O, [Na+], [Na+], [Na+], O=C(Cl)COc1ccccc1, [OH-], O. Yields the product O=C(COc1ccccc1)NC(Cc1ccc([N+](=O)[O-])cc1)C(=O)O. As a reaction SMILES: [C:27](=[O:28])([O-:29])[O-:30].[CH2:37]([O:38][CH2:39][CH3:40])[CH3:41].[ClH:33].[N+:1](=[O:2])([O-:3])[c:4]1[cH:5][cH:6][c:7]([CH2:8][CH:9]([NH2:10])[C:11](=[O:12])[OH:13])[cH:14][cH:15]1.[Na+:31].[Na+:32].[Na+:35].[O:16]([c:17]1[cH:18][cH:19][cH:20][cH:21][cH:22]1)[CH2:23][C:24](=[O:25])[Cl:26].[OH-:34].[OH2:36]>>[N+:1](=[O:2])([O-:3])[c:4]1[cH:5][cH:6][c:7]([CH2:8][CH:9]([NH:10][C:24]([CH2:23][O:16][c:17]2[cH:18][cH:19][cH:20][cH:21][cH:22]2)=[O:25])[C:11](=[O:12])[OH:13])[cH:14][cH:15]1. RXN SMILES: [CH3:1][C:2]1[C:6]([N+:7]([O-:9])=[O:8])=[C:5]([C:10]([O:12]CC)=O)[NH:4][N:3]=1.[OH-].[NH4+:16]>>[CH3:1][C:2]1[C:6]([N+:7]([O-:9])=[O:8])=[C:5]([C:10]([NH2:16])=[O:12])[NH:4][N:3]=1 |f:1.2|. Reported procedure: Ethyl 3-methyl-4-nitropyrazole-5-carboxylate (82.5 g, 0.41 mol) was heated at reflux in 600 ml of concentrated ammonium hydroxide for 2 hours. Concentrated ammonium hydroxide (100 ml) was added and the solution was heated at reflux for an additional three hours. The solution was concentrated in vacuo until the product began to crystallize. The crude material was recrystallized from 700 ml of water to give 47 g product, m.p. 218°-220° (decomp). From the mother liquor was recovered 25 g of 3-methy... The reactants are CC1=NNC(=C1[N+](=O)[O-])C(=O)OCC (Ethyl 3-methyl-4-nitropyrazole-5-carboxylate), [OH-].[NH4+] (ammonium hydroxide), [OH-].[NH4+] (ammonium hydroxide). Isolated yield 95.8%. The product is CC1=NNC(=C1[N+](=O)[O-])C(=O)N (3-Methyl-4-Nitropyrazole-5-Carboxamide). Reaction SMILES: [CH2:41]([Cl:42])[Cl:43].[CH3:44][O:45][CH2:46][CH2:47][O:48][CH3:49].[F:11][C:12]([S:13]([O:14][S:15]([C:16]([F:17])([F:18])[F:19])(=[O:20])=[O:21])(=[O:22])=[O:23])([F:24])[F:25].[Na+:35].[Na+:36].[O-:37][C:38](=[O:39])[O-:40].[OH2:50].[OH:1][c:2]1[cH:3][c:4]([CH:5]=[O:6])[cH:7][c:8]([OH:10])[cH:9]1.[OH:26][B:27]([OH:28])[c:29]1[cH:30][cH:31][cH:32][cH:33][cH:34]1.[cH:51]1[cH:52][cH:53][n:54][cH:55][cH:56]1>>[c:2]1(-[c:29]2[cH:30][cH:31][cH:32][cH:33][cH:34]2)[cH:3][c:4]([CH:5]=[O:6])[cH:7][c:8]([OH:10])[cH:9]1. Reactants: ClCCl, COCCOC, O=S(=O)(OS(=O)(=O)C(F)(F)F)C(F)(F)F, [Na+], [Na+], O=C([O-])[O-], O, O=Cc1cc(O)cc(O)c1, OB(O)c1ccccc1, c1ccncc1. The product is O=Cc1cc(O)cc(-c2ccccc2)c1. As a reaction SMILES: [Br:1][c:2]1[s:3][cH:4][c:5]([C:9](=[O:10])[NH:11][c:12]2[cH:13][c:14]([N:20]3[CH2:21][CH2:22][N:23]([CH3:26])[CH2:24][CH2:25]3)[c:15]([O:18][CH3:19])[cH:16][cH:17]2)[c:6]1[O:7][CH3:8].[CH3:43][O:44][CH2:45][CH2:46][O:47][CH3:48].[Na+:36].[Na+:37].[O-:38][C:39](=[O:40])[O-:41].[OH2:42].[cH:49]1[cH:50][cH:51][c:52]([P:53]([Pd:54]([P:55]([c:56]2[cH:57][cH:58][cH:59][cH:60][cH:61]2)([c:62]2[cH:63][cH:64][cH:65][cH:66][cH:67]2)[c:68]2[cH:69][cH:70][cH:71][cH:72][cH:73]2)([P:74]([c:75]2[cH:76][cH:77][cH:78][cH:79][cH:80]2)([c:81]2[cH:82][cH:83][cH:84][cH:85][cH:86]2)[c:87]2[cH:88][cH:89][cH:90][cH:91][cH:92]2)[P:93]([c:94]2[cH:95][cH:96][cH:97][cH:98][cH:99]2)([c:100]2[cH:101][cH:102][cH:103][cH:104][cH:105]2)[c:106]2[cH:107][cH:108][cH:109][cH:110][cH:111]2)([c:112]2[cH:113][cH:114][cH:115][cH:116][cH:117]2)[c:118]2[cH:119][cH:120][cH:121][cH:122][cH:123]2)[cH:124][cH:125]1.[n:27]1[cH:28][cH:29][c:30]([B:33]([OH:34])[OH:35])[cH:31][cH:32]1>>[c:2]1(-[c:30]2[cH:29][cH:28][n:27][cH:32][cH:31]2)[s:3][cH:4][c:5]([C:9](=[O:10])[NH:11][c:12]2[cH:13][c:14]([N:20]3[CH2:21][CH2:22][N:23]([CH3:26])[CH2:24][CH2:25]3)[c:15]([O:18][CH3:19])[cH:16][cH:17]2)[c:6]1[O:7][CH3:8]. Product: COc1ccc(NC(=O)c2csc(-c3ccncc3)c2OC)cc1N1CCN(C)CC1. Starting materials: COc1ccc(NC(=O)c2csc(Br)c2OC)cc1N1CCN(C)CC1, COCCOC, [Na+], [Na+], O=C([O-])[O-], O, c1ccc(P(c2ccccc2)(c2ccccc2)[Pd](P(c2ccccc2)(c2ccccc2)c2ccccc2)(P(c2ccccc2)(c2ccccc2)c2ccccc2)P(c2ccccc2)(c2ccccc2)c2ccccc2)cc1, OB(O)c1ccncc1. Starting materials: COC=1C=C2C=CNC2=CC1 (5-methoxy-indole), Cl (HCl), [OH-].[Na+] (NaOH), C(=O)([O-])[O-].[Na+].[Na+] (Na2CO3). Run in C1CCOC1 (THF), C1CCOC1 (THF). Reaction conditions: temperature 20 celsius, time 45 minute. The product is COC=1C=C2CCNC2=CC1 (5-methoxy-indoline). The yield is 96.0%. As a reaction SMILES: [CH3:1][O:2][C:3]1[CH:4]=[C:5]2[C:9](=[CH:10][CH:11]=1)[NH:8][CH:7]=[CH:6]2.Cl.[OH-].[Na+].C([O-])([O-])=O.[Na+].[Na+]>C1COCC1>[CH3:1][O:2][C:3]1[CH:4]=[C:5]2[C:9](=[CH:10][CH:11]=1)[NH:8][CH2:7][CH2:6]2 |f:2.3,4.5.6|. Reported procedure: To 5-methoxy-indole (4.55 g, 31 mmol) suspended in THF (10 mL) at 0°-5° C. was added borane/pyridine complex (15.5 ml of 8M in BH3) followed by dropwise aqueous 6N HCl (50 mL) over 15 min. During the addition THF was added dropwise as required to control foaming. The mixture was stirred 45 min at 20° C., the pH was raised to ~10 by the addition of aqueous NaOH and Na2CO3, and the mixture was extracted with CHCl3. The organic extracts were washed with brine at pH 9-10 dried over MgSO4(s), filtere... The reactants are CN1C(NC(C2=C1C=C(S2)C=2C=NNC2)=O)(C)C (1,2,2-trimethyl-6-(1H-pyrazol-4-yl)-2,3-dihydrothieno[3,2-d]pyrimidin-4(1H)-one), Cl (HCl). Solvent: CO (MeOH). Conditions: temperature 50 celsius, time 1 hour. The product is Cl.Cl.CNC1=C(SC(=C1)C=1C=NNC1)C(=O)N (3-(methylamino)-5-(1H-pyrazol-4-yl)thiophene-2-carboxamide dihydrochloride). The yield is 99.0%. RXN SMILES: [CH3:1][N:2]1[C:7]2[CH:8]=[C:9]([C:11]3[CH:12]=[N:13][NH:14][CH:15]=3)[S:10][C:6]=2[C:5](=[O:16])[NH:4]C1(C)C.[ClH:19]>CO>[ClH:19].[ClH:19].[CH3:1][NH:2][C:7]1[CH:8]=[C:9]([C:11]2[CH:15]=[N:14][NH:13][CH:12]=2)[S:10][C:6]=1[C:5]([NH2:4])=[O:16] |f:3.4.5|. Procedure: A mixture of 1,2,2-trimethyl-6-(1H-pyrazol-4-yl)-2,3-dihydrothieno[3,2-d]pyrimidin-4(1H)-one (262 mg, 1.00 mmol), 1 M HCl (5 mL) and MeOH (5 mL) was stirred at 50° C. for 1 h. The mixture was concentrated under reduced pressure to afford the title compound (292 mg, 99%) as a pale yellow solid. This material was used for the next reaction without further purification.